Dataset: the Open Reaction Database (ORD), a public repository of structured organic reaction records. Task: describe an organic reaction: reactants, conditions, products, and yield Starting materials: O=C([O-])O, Cl, [Na+], C1CCOC1, CC(CC1OCCO1)c1ncc(F)cn1. Product: CC(CC=O)c1ncc(F)cn1. Reaction SMILES: [C:17](=[O:18])([O-:19])[OH:20].[ClH:1].[Na+:21].[O:22]1[CH2:23][CH2:24][CH2:25][CH2:26]1.[O:2]1[CH:3]([CH2:7][CH:8]([CH3:9])[c:10]2[n:11][cH:12][c:13]([F:16])[cH:14][n:15]2)[O:6][CH2:5][CH2:4]1>>[O:2]=[CH:3][CH2:7][CH:8]([CH3:9])[c:10]1[n:11][cH:12][c:13]([F:16])[cH:14][n:15]1. Reactants: C1COCCO1, CCO, Cl, Cc1cc(N)ccc1F, O=N[O-], [Na+], O, CS(=O)(=O)NCCNc1nonc1C(N)=NO. The product is Cc1cc(NC(=NO)c2nonc2NCCNS(C)(=O)=O)ccc1F. As a reaction SMILES: [CH2:32]1[O:33][CH2:34][CH2:35][O:36][CH2:37]1.[CH3:39][CH2:40][OH:41].[ClH:18].[F:23][c:24]1[c:25]([CH3:31])[cH:26][c:27]([NH2:28])[cH:29][cH:30]1.[N:19]([O-:20])=[O:21].[Na+:22].[OH2:38].[OH:1][N:2]=[C:3]([NH2:4])[c:5]1[n:6][o:7][n:8][c:9]1[NH:10][CH2:11][CH2:12][NH:13][S:14](=[O:15])(=[O:16])[CH3:17]>>[OH:1][N:2]=[C:3]([NH:4][c:27]1[cH:26][c:25]([CH3:31])[c:24]([F:23])[cH:30][cH:29]1)[c:5]1[n:6][o:7][n:8][c:9]1[NH:10][CH2:11][CH2:12][NH:13][S:14](=[O:15])(=[O:16])[CH3:17]. RXN SMILES: [Cl:1][C:2]1[N:7]=[C:6](Cl)[CH:5]=[C:4]([CH3:9])[N:3]=1.[C:10]([O:14][C:15]([N:17]1[CH2:22][CH2:21][CH:20]([NH2:23])[CH2:19][CH2:18]1)=[O:16])([CH3:13])([CH3:12])[CH3:11].C(N(C(C)C)C(C)C)C>C(#N)C>[C:10]([O:14][C:15]([N:17]1[CH2:22][CH2:21][CH:20]([NH:23][C:6]2[CH:5]=[C:4]([CH3:9])[N:3]=[C:2]([Cl:1])[N:7]=2)[CH2:19][CH2:18]1)=[O:16])([CH3:13])([CH3:11])[CH3:12]. Reported procedure: A solution of 2,4-dichloro-6-methyl-pyrimidine (1.25 g, 7.68 mmol, 1.0 equiv; commercially available), 4-amino-piperidine-1-carboxylic acid tert-butyl ester (2.0 g, 10.0 mmol, 1.3 equiv) and N-ethyl diisopropylamine (3.0 mL, 2.3 g, 17.7 mmol, 2.3 equiv) in acetonitrile (16 mL) was heated by microwave irradiation to 160° C. for 20 min. The reaction mixture was concentrated under reduced pressure and the crude material purified by silica column chromatography using a MPLC system (CombiFlash Compan... The solvent is C(C)#N (acetonitrile). Starting materials: C(C)(C)(C)OC(=O)N1CCC(CC1)N (4-amino-piperidine-1-carboxylic acid tert-butyl ester), C(C)N(C(C)C)C(C)C (N-ethyl diisopropylamine), ClC1=NC(=CC(=N1)Cl)C (2,4-dichloro-6-methyl-pyrimidine). The product is C(C)(C)(C)OC(=O)N1CCC(CC1)NC1=NC(=NC(=C1)C)Cl (4-(2-Chloro-6-methyl-pyrimidin-4-ylamino)-piperidine-1-carboxylic acid tert-butyl ester). Reaction SMILES: [C:30]([O:31][CH2:32][CH3:33])(=[O:34])[CH3:35].[CH2:1]([c:2]1[cH:3][cH:4][cH:5][cH:6][cH:7]1)[NH:8][c:9]1[c:10]([CH3:23])[c:11]([CH3:22])[c:12]([CH3:21])[c:13]2[c:17]1[O:16][C:15]([CH3:18])([CH3:19])[C:14]2=[O:20].[CH3:24][CH2:25][CH2:26][CH2:27][CH2:28][CH3:29]>>[NH2:8][c:9]1[c:10]([CH3:23])[c:11]([CH3:22])[c:12]([CH3:21])[c:13]2[c:17]1[O:16][C:15]([CH3:18])([CH3:19])[C:14]2=[O:20]. Product: Cc1c(C)c(N)c2c(c1C)C(=O)C(C)(C)O2. The reactants are CCOC(C)=O, Cc1c(C)c(NCc2ccccc2)c2c(c1C)C(=O)C(C)(C)O2, CCCCCC. The reactants are CNC(C)C1CCNC1, COc1c(Cl)c(F)cn2c(=O)n(N)c(=O)c(C3CC3)c12. Product: CNC(C)C1CCN(c2c(F)cn3c(=O)n(N)c(=O)c(C4CC4)c3c2OC)C1. RXN SMILES: [CH3:21][NH:22][CH:23]([CH3:24])[CH:25]1[CH2:26][NH:27][CH2:28][CH2:29]1.[NH2:1][n:2]1[c:3](=[O:20])[n:4]2[c:5]([c:6]([CH:9]3[CH2:10][CH2:11]3)[c:7]1=[O:8])[c:12]([O:18][CH3:19])[c:13]([Cl:17])[c:14]([F:16])[cH:15]2>>[NH2:1][n:2]1[c:3](=[O:20])[n:4]2[c:5]([c:6]([CH:9]3[CH2:10][CH2:11]3)[c:7]1=[O:8])[c:12]([O:18][CH3:19])[c:13]([N:27]1[CH2:26][CH:25]([CH:23]([NH:22][CH3:21])[CH3:24])[CH2:29][CH2:28]1)[c:14]([F:16])[cH:15]2. Reactants: [N-]=[N+]=NCc1csc2c1S(=O)(=O)N=C(c1c(O)c3ccccc3n(Cc3ccccc3)c1=O)N2, [NH4+], [OH-], c1ccc(P(c2ccccc2)c2ccccc2)cc1, c1ccncc1. The product is NCc1csc2c1S(=O)(=O)N=C(c1c(O)c3ccccc3n(Cc3ccccc3)c1=O)N2. As a reaction SMILES: [N:1](=[N+:2]=[N-:3])[CH2:4][c:5]1[cH:6][s:7][c:8]2[c:13]1[S:12](=[O:14])(=[O:15])[N:11]=[C:10]([c:16]1[c:17](=[O:34])[n:18]([CH2:27][c:28]3[cH:29][cH:30][cH:31][cH:32][cH:33]3)[c:19]3[cH:20][cH:21][cH:22][cH:23][c:24]3[c:25]1[OH:26])[NH:9]2.[NH4+:60].[OH-:61].[c:35]1([P:36]([c:37]2[cH:38][cH:39][cH:40][cH:41][cH:42]2)[c:43]2[cH:44][cH:45][cH:46][cH:47][cH:48]2)[cH:49][cH:50][cH:51][cH:52][cH:53]1.[cH:54]1[cH:55][cH:56][n:57][cH:58][cH:59]1>>[NH2:1][CH2:4][c:5]1[cH:6][s:7][c:8]2[c:13]1[S:12](=[O:14])(=[O:15])[N:11]=[C:10]([c:16]1[c:17](=[O:34])[n:18]([CH2:27][c:28]3[cH:29][cH:30][cH:31][cH:32][cH:33]3)[c:19]3[cH:20][cH:21][cH:22][cH:23][c:24]3[c:25]1[OH:26])[NH:9]2. RXN SMILES: [Br:25][CH2:26][c:27]1[cH:28][cH:29][cH:30][cH:31][cH:32]1.[C:19](=[O:20])([O-:21])[O-:22].[C:1]([CH3:2])([CH3:3])([CH3:4])[O:5][C:6](=[O:7])[NH:8][CH2:9][CH:10]([CH2:11][C:12](=[O:13])[OH:14])[CH2:15][CH:16]([CH3:17])[CH3:18].[Cs+:23].[Cs+:24].[O:34]=[CH:35][N:36]([CH3:37])[CH3:38].[OH2:33]>>[C:1]([CH3:2])([CH3:3])([CH3:4])[O:5][C:6](=[O:7])[NH:8][CH2:9][CH:10]([CH2:11][C:12](=[O:13])[O:14][CH2:26][c:27]1[cH:28][cH:29][cH:30][cH:31][cH:32]1)[CH2:15][CH:16]([CH3:17])[CH3:18]. The reactants are BrCc1ccccc1, O=C([O-])[O-], CC(C)CC(CNC(=O)OC(C)(C)C)CC(=O)O, [Cs+], [Cs+], CN(C)C=O, O. Yields the product CC(C)CC(CNC(=O)OC(C)(C)C)CC(=O)OCc1ccccc1. Reactants: BrC1=CC=C(C=C1)C=1C=NC=2N(C1)N=CC2C2=CC=CC=C2 (6-(4-bromophenyl)-3-phenylpyrazolo[1,5-a]pyrimidine), C(C#C)O (propargyl alcohol). The reagents and catalysts are C=1C=CC(=CC1)[P](C=2C=CC=CC2)(C=3C=CC=CC3)[Pd]([P](C=4C=CC=CC4)(C=5C=CC=CC5)C=6C=CC=CC6)([P](C=7C=CC=CC7)(C=8C=CC=CC8)C=9C=CC=CC9)[P](C=1C=CC=CC1)(C=1C=CC=CC1)C=1C=CC=CC1 (tetrakis(triphenylphosphine)palladium). The solvent is N1CCCC1 (pyrrolidine). Product: C1(=CC=CC=C1)C=1C=NN2C1N=CC(=C2)C2=CC=C(C=C2)C#CCO (3-[4-(3-phenylpyrazolo[1,5-a]pyrimidin-6-yl)phenyl]prop-2-yn-1-ol). RXN SMILES: Br[C:2]1[CH:7]=[CH:6][C:5]([C:8]2[CH:9]=[N:10][C:11]3[N:12]([N:14]=[CH:15][C:16]=3[C:17]3[CH:22]=[CH:21][CH:20]=[CH:19][CH:18]=3)[CH:13]=2)=[CH:4][CH:3]=1.[CH2:23]([OH:26])[C:24]#[CH:25]>N1CCCC1.C1C=CC([P]([Pd]([P](C2C=CC=CC=2)(C2C=CC=CC=2)C2C=CC=CC=2)([P](C2C=CC=CC=2)(C2C=CC=CC=2)C2C=CC=CC=2)[P](C2C=CC=CC=2)(C2C=CC=CC=2)C2C=CC=CC=2)(C2C=CC=CC=2)C2C=CC=CC=2)=CC=1>[C:17]1([C:16]2[CH:15]=[N:14][N:12]3[CH:13]=[C:8]([C:5]4[CH:6]=[CH:7][C:2]([C:25]#[C:24][CH2:23][OH:26])=[CH:3][CH:4]=4)[CH:9]=[N:10][C:11]=23)[CH:22]=[CH:21][CH:20]=[CH:19][CH:18]=1 |^1:35,37,56,75|. Reported procedure: A deoxygenated mixture of 6-(4-bromophenyl)-3-phenylpyrazolo[1,5-a]pyrimidine (2-2, 3.00 g, 8.57 mmol, 1 equiv), propargyl alcohol (1.50 mL, 25.8 mmol, 3.01 equiv), and tetrakis(triphenylphosphine)palladium (0.500 g, 0.433 mmol, 0.050 equiv) in pyrrolidine (50 mL) was heated at reflux for 2.5 hours. The reaction mixture was concentrated, and the residue was suspended in methanol (50 mL) and filtered to give 3-[4-(3-phenylpyrazolo[1,5-a]pyrimidin-6-yl)phenyl]prop-2-yn-1-ol (2-3) as a yellow solid... Starting materials: CN1C(=C(C=2C=CC=CC2S1(=O)=O)O)C(=O)NC=3C=CC=CN3 (piroxicam), C(OC(C)Cl)(OCCCC)=O (alpha-chloroethyl butyl carbonate), yellow solid. Product: C(CCC)OC(=O)OC(C)OC1=C(N(S(C2=C1C=CC=C2)(=O)=O)C)C(=O)NC2=NC=CC=C2 (4-[1-(Butoxycarbonyloxy)ethoxy]-2-methyl-N-(2-pyridyl)-2H-1,2-benzothiazine-3-carboxamide 1,1-Dioxide). As a reaction SMILES: [CH3:1][N:2]1[S:11](=[O:13])(=[O:12])[C:10]2[CH:9]=[CH:8][CH:7]=[CH:6][C:5]=2[C:4]([OH:14])=[C:3]1[C:15]([NH:17][C:18]1[CH:19]=[CH:20][CH:21]=[CH:22][N:23]=1)=[O:16].[C:24](=[O:34])([O:29][CH2:30][CH2:31][CH2:32][CH3:33])[O:25][CH:26](Cl)[CH3:27]>>[CH2:30]([O:29][C:24]([O:25][CH:26]([O:14][C:4]1[C:5]2[CH:6]=[CH:7][CH:8]=[CH:9][C:10]=2[S:11](=[O:13])(=[O:12])[N:2]([CH3:1])[C:3]=1[C:15]([NH:17][C:18]1[CH:19]=[CH:20][CH:21]=[CH:22][N:23]=1)=[O:16])[CH3:27])=[O:34])[CH2:31][CH2:32][CH3:33]. Reported procedure: By the procedure of Example 6, piroxicam (3.00 g, 9.1 mmol) and alpha-chloroethyl butyl carbonate (5.30 g, 29.3 mmol) were converted to title product, 600 mg yellow solid (1.3 mmol, 13.9%) which was recrystallized from isopropyl alcohol to give 325 mg white crystals: mp 132°-133° C.; IR (KBr) 1758, 1681 cm-1 ; 1H NMR (CDCl3) delta 0.87 (t, J=7 Hz, 3H), 1.18-1.35 (m, 2H), 1.42-1.58 (m, 2H), 1.76 (d, J=6 Hz, 3H), 3.11 (s, 3H), 4.01 (t, J=7 Hz, 2H), 6.35 (q, J=6 Hz, 1H), 7.05-7.15 (m, 1H), 7.65-7.8...